Dataset: the Open Reaction Database (ORD), a public repository of structured organic reaction records. Task: describe an organic reaction: reactants, conditions, products, and yield The reactants are NCc1ccc(Cl)cc1, O=[N+]([O-])c1cc(Cl)ccc1Cl, O. Yields the product O=[N+]([O-])c1cc(Cl)ccc1NCc1ccc(Cl)cc1. As a reaction SMILES: [Cl:12][c:13]1[cH:14][cH:15][c:16]([CH2:17][NH2:18])[cH:19][cH:20]1.[Cl:1][c:2]1[c:3]([N+:9](=[O:10])[O-:11])[cH:4][c:5]([Cl:8])[cH:6][cH:7]1.[OH2:21]>>[c:2]1([NH:18][CH2:17][c:16]2[cH:15][cH:14][c:13]([Cl:12])[cH:20][cH:19]2)[c:3]([N+:9](=[O:10])[O-:11])[cH:4][c:5]([Cl:8])[cH:6][cH:7]1.